Dataset: the Open Reaction Database (ORD), a public repository of structured organic reaction records. Task: describe an organic reaction: reactants, conditions, products, and yield The reactants are O=C1CCC(=O)N1Br, COc1ccc(-n2cccn2)cc1, C1CCOC1. The product is COc1ccc(-n2cc(Br)cn2)cc1. RXN SMILES: [Br:14][N:15]1[C:16](=[O:17])[CH2:18][CH2:19][C:20]1=[O:21].[CH3:1][O:2][c:3]1[cH:4][cH:5][c:6](-[n:9]2[n:10][cH:11][cH:12][cH:13]2)[cH:7][cH:8]1.[O:22]1[CH2:23][CH2:24][CH2:25][CH2:26]1>>[CH3:1][O:2][c:3]1[cH:4][cH:5][c:6](-[n:9]2[n:10][cH:11][c:12]([Br:14])[cH:13]2)[cH:7][cH:8]1. The reactants are O=C([O-])[O-], CN(C)C=O, [K+], [K+], O, O=P(Cl)(Cl)Cl, COC(=O)c1ccc2[nH]ccc2c1. The product is COC(=O)c1ccc2[nH]cc(C=O)c2c1. As a reaction SMILES: [C:24](=[O:25])([O-:26])[O-:27].[CH3:6][N:7]([CH:8]=[O:9])[CH3:10].[K+:28].[K+:29].[OH2:30].[P:1]([Cl:2])([Cl:3])([Cl:4])=[O:5].[nH:11]1[cH:12][cH:13][c:14]2[cH:15][c:16]([C:20](=[O:21])[O:22][CH3:23])[cH:17][cH:18][c:19]12>>[CH:8](=[O:9])[c:13]1[cH:12][nH:11][c:19]2[c:14]1[cH:15][c:16]([C:20](=[O:21])[O:22][CH3:23])[cH:17][cH:18]2. Reactants: N(N)C1=C2C=CC=NC2=CC=C1 (5-hydrazinoquinoline), CN(C)\C=C(/C(=O)OC)\C(C1CC1)=O (α-[(dimethylamino)methylene]-β-oxo-cyclopropanepropanoic acid, (αZ)-methyl ester). Yields the product COC(=O)C=1C=NN(C1C1CC1)C1=C2C=CC=NC2=CC=C1 (5-cyclopropyl-1-quinolin-5-yl-1H-pyrazole-4-carboxylic acid methyl ester). RXN SMILES: [NH:1]([C:3]1[CH:12]=[CH:11][CH:10]=[C:9]2[C:4]=1[CH:5]=[CH:6][CH:7]=[N:8]2)[NH2:2].CN(/[CH:16]=[C:17](/[C:22](=O)[CH:23]1[CH2:25][CH2:24]1)\[C:18]([O:20][CH3:21])=[O:19])C>>[CH3:21][O:20][C:18]([C:17]1[CH:16]=[N:2][N:1]([C:3]2[CH:12]=[CH:11][CH:10]=[C:9]3[C:4]=2[CH:5]=[CH:6][CH:7]=[N:8]3)[C:22]=1[CH:23]1[CH2:25][CH2:24]1)=[O:19]. Procedure details: combining 5-hydrazinoquinoline made by a method of this invention with α-[(dimethylamino)methylene]-β-oxo-cyclopropanepropanoic acid, (αZ)-methyl ester to form 5-cyclopropyl-1-quinolin-5-yl-1H-pyrazole-4-carboxylic acid methyl ester; and The reactants are aqueous solution, S(O)(O)(=O)=O (sulfuric acid), C(CCC(=O)C)(=O)O (levulinic acid), C(=O)O (formic acid), C=CCC (1-butene), C=C(C)C (isobutene). The solvent is CCCCCCC (heptane). Run at temperature 150 celsius. Product: C(CCC(=O)C)(=O)OCCCC (butyl levulinate). RXN SMILES: [C:1]([OH:8])(=[O:7])[CH2:2][CH2:3][C:4]([CH3:6])=[O:5].C(O)=O.S(=O)(=O)(O)O.[CH2:17]=[CH:18][CH2:19][CH3:20].C=C(C)C>CCCCCCC>[C:1]([O:8][CH2:17][CH2:18][CH2:19][CH3:20])(=[O:7])[CH2:2][CH2:3][C:4]([CH3:6])=[O:5]. Procedure: A 5 cc autoclave is charged with 1 cc of heptane and 1 cc of an aqueous solution containing 2 mmoles of levulinic acid and 2 mmoles of formic acid. 5 wt. % sulfuric acid is added as a catalyst. The reactor is pressurized to 0.69 MPa with 1-butene and heated to 150° C. for 0.5 hours while maintaining a constant pressure of isobutene. After cooling, the organic phase is separated. A mixture of butyl formate and butyl levulinate is formed as product. Reactants: ClC1=NC2=CC(=C(C=C2C=C1C(CC(=O)OCC)=O)F)Cl (ethyl 3-(2,7-dichloro-6-fluoro-3-quinolinyl)-3-oxopropionate), COC(N(C)C)OC (N,N-dimethylformamide dimethyl acetal). Run in C(C)(=O)OCC (ethyl acetate). Run at temperature 75 celsius, time 2 hour. Yields the product ClC1=NC2=CC(=C(C=C2C=C1C(=O)C(C(=O)OCC)=CN(C)C)F)Cl (Ethyl 2-(2,7-dichloro-6-fluoro-3-quinolinecarbonyl)-3-(dimethylamino)acrylate). As a reaction SMILES: [Cl:1][C:2]1[C:11]([C:12](=[O:19])[CH2:13][C:14]([O:16][CH2:17][CH3:18])=[O:15])=[CH:10][C:9]2[C:4](=[CH:5][C:6]([Cl:21])=[C:7]([F:20])[CH:8]=2)[N:3]=1.CO[CH:24](OC)[N:25]([CH3:27])[CH3:26]>C(OCC)(=O)C>[Cl:1][C:2]1[C:11]([C:12]([C:13](=[CH:24][N:25]([CH3:27])[CH3:26])[C:14]([O:16][CH2:17][CH3:18])=[O:15])=[O:19])=[CH:10][C:9]2[C:4](=[CH:5][C:6]([Cl:21])=[C:7]([F:20])[CH:8]=2)[N:3]=1. Reported procedure: A suspension of ethyl 3-(2,7-dichloro-6-fluoro-3-quinolinyl)-3-oxopropionate (16.5 g) in ethyl acetate (160 cc) and N,N-dimethylformamide dimethyl acetal (19 cc) is heated to a temperature in the region of 75° C. with stirring for 2 hours. The reaction mixture is concentrated to dryness under reduced pressure (20 kPa) at 50° C. The dry extract is taken up with isopropyl ether (50 cc), drained and washed with isopropyl ether (2×10 cc). Ethyl 2-(2,7-dichloro-6-fluoro-3-quinolinecarbonyl)-3-(dimeth...